This data is from the Open Reaction Database (ORD), a public repository of structured organic reaction records. The task is: describe an organic reaction: reactants, conditions, products, and yield Reactants: C(C)(=O)O (acetic acid), C(C)(C)(C)OC(=O)N1CCC(=CC1)C1=NC(=CC=C1)NC(=O)NC1=CC=NC2=C(C=CC=C12)F (tert-butyl-6-[3-(8-fluoro-quinolin-4-yl)-ureido]-3′,6′-dihydro-2′H-[2,4′]bipyridinyl-1′-carboxylate). The reagents and catalysts are [Pd] (Pd/C). Solvent: CN(C)C=O (DMF), CO (methanol). Reaction conditions: time 24 hour. Product: C(C)(C)(C)OC(=O)N1CCC(CC1)C1=NC(=CC=C1)NC(=O)NC1=CC=NC2=C(C=CC=C12)F (tert-Butyl-6-[3-(8-fluoro-quinolin-4-yl)-ureido]-3′,4′,5′,6′-tetrahydro-2′H-[2,4′]bipyridinyl-1′-carboxylate), powder. Isolated yield 88.0%. As a reaction SMILES: [C:1]([O:5][C:6]([N:8]1[CH2:13][CH:12]=[C:11]([C:14]2[CH:19]=[CH:18][CH:17]=[C:16]([NH:20][C:21]([NH:23][C:24]3[C:33]4[C:28](=[C:29]([F:34])[CH:30]=[CH:31][CH:32]=4)[N:27]=[CH:26][CH:25]=3)=[O:22])[N:15]=2)[CH2:10][CH2:9]1)=[O:7])([CH3:4])([CH3:3])[CH3:2].C(O)(=O)C>CN(C=O)C.CO.[Pd]>[C:1]([O:5][C:6]([N:8]1[CH2:9][CH2:10][CH:11]([C:14]2[CH:19]=[CH:18][CH:17]=[C:16]([NH:20][C:21]([NH:23][C:24]3[C:33]4[C:28](=[C:29]([F:34])[CH:30]=[CH:31][CH:32]=4)[N:27]=[CH:26][CH:25]=3)=[O:22])[N:15]=2)[CH2:12][CH2:13]1)=[O:7])([CH3:4])([CH3:2])[CH3:3]. Procedure: 0.340 g of tert-butyl-6-[3-(8-fluoro-quinolin-4-yl)-ureido]-3′,6′-dihydro-2′H-[2,4′]bipyridinyl-1′-carboxylate (0.734 mmol) were dissolved in a mixture of 220 ml of DMF and 125 ml of methanol. After addition of 0.078 g of Pd/C (0.734 mmol) and 0.5 ml of acetic acid (8.73 mmol) hydrogenation was performed for 24 h at room temperature, which led to complete double bond hydrogenation according to HPLC/MSD analysis. The catalyst was filtered off, the solvent removed under reduced pressure and the re... The reactants are [BH4-], C1CCOC1, COC(=O)c1ccc(I)c(OCc2ccccc2)c1, [Li+]. Yields the product OCc1ccc(I)c(OCc2ccccc2)c1. RXN SMILES: [BH4-:1].[CH2:22]1[O:23][CH2:24][CH2:25][CH2:26]1.[CH2:3]([c:4]1[cH:5][cH:6][cH:7][cH:8][cH:9]1)[O:10][c:11]1[cH:12][c:13]([C:14](=[O:15])[O:16][CH3:17])[cH:18][cH:19][c:20]1[I:21].[Li+:2]>>[CH2:3]([c:4]1[cH:5][cH:6][cH:7][cH:8][cH:9]1)[O:10][c:11]1[cH:12][c:13]([CH2:14][OH:15])[cH:18][cH:19][c:20]1[I:21]. Starting materials: CC1([C@H]2CC[C@]13CS(=O)(=O)N4C3(C2)O4)C ((1S)-(+)-(10-Camphorsulfonyl)oxaziridine), [Cl-].[NH4+] (ammonium chloride), C(C)(CC)[Li] (sec-Butyllithium), FC1=C2C(=NC=C1)N(C=C2)[Si](C(C)C)(C(C)C)C(C)C (4-fluoro-1-(triisopropylsilyl)-1H-pyrrolo[2,3-b]pyridine). Solvent: O.C(C)#N (water ACN), C1CCOC1 (THF), C1CCOC1 (THF). Run at time 30 minute. The product is FC1=C2C(=NC=C1O)N(C=C2)[Si](C(C)C)(C(C)C)C(C)C (4-fluoro-1-(triisopropylsilyl)-1H-pyrrolo[2,3-b]pyridin-5-ol). The yield is 49.6%. Reaction SMILES: C([Li])(CC)C.[F:6][C:7]1[CH:12]=[CH:11][N:10]=[C:9]2[N:13]([Si:16]([CH:23]([CH3:25])[CH3:24])([CH:20]([CH3:22])[CH3:21])[CH:17]([CH3:19])[CH3:18])[CH:14]=[CH:15][C:8]=12.CC1(C)[C@@]23C4(ON4S(=O)(=[O:34])C2)C[C@@H]1CC3.[Cl-].[NH4+]>C1COCC1.O.C(#N)C>[F:6][C:7]1[C:12]([OH:34])=[CH:11][N:10]=[C:9]2[N:13]([Si:16]([CH:20]([CH3:22])[CH3:21])([CH:23]([CH3:25])[CH3:24])[CH:17]([CH3:18])[CH3:19])[CH:14]=[CH:15][C:8]=12 |f:3.4,6.7|. Procedure details: sec-Butyllithium (27 mL, 38 mmol; 1.4M in cyclohexane) was added dropwise to 4-fluoro-1-(triisopropylsilyl)-1H-pyrrolo[2,3-b]pyridine (5.0 g, 17 mmol; Example 1, Step D) in THF (200 mL) at −78° C., and the reaction was stirred for 30 minutes. (1S)-(+)-(10-Camphorsulfonyl)oxaziridine (9.4 g, 41 mmol) in THF (40 mL) was added rapidly, and the reaction was stirred at −78° C. for 30 minutes. A solution of saturated ammonium chloride (50 mL) was added, and the reaction mixture was allowed to reach ro... The reactants are OC1=CC=C(C(=O)N(C2=C(C=CC(=C2)OC)C2CC=3C=CC(=CC3CC2)OC(C(C)(C)C)=O)C(C)C)C=C1 (pivalic acid 6-{2-[(4-hydroxybenzoyl)isopropylamino]-4-methoxyphenyl}-5,6,7,8-tetrahydronaphthalen-2-yl ester), C12CN(CC(CC1)CC2)C(CCl)=O (1-(3-azabicyclo[3.2.2]non-3-yl)-2-chloroethanone). Yields the product C12CN(CC(CC1)CC2)CCOC2=CC=C(CN(C1=C(C=CC(=C1)OC)C1CC=3C=CC(=CC3CC1)O)C(C)C)C=C2 (6-{2-{{4-[2-(3-Azabicyclo[3.2.2]non-3-yl)ethoxy]benzyl}isopropylamino}-4-methoxyphenyl}-5,6,7,8-tetrahydronaphthalen-2-ol). The yield is 34.5%. Reaction SMILES: [OH:1][C:2]1[CH:38]=[CH:37][C:5]([C:6]([N:8]([CH:34]([CH3:36])[CH3:35])[C:9]2[CH:14]=[C:13]([O:15][CH3:16])[CH:12]=[CH:11][C:10]=2[CH:17]2[CH2:26][CH2:25][C:24]3[CH:23]=[C:22]([O:27]C(=O)C(C)(C)C)[CH:21]=[CH:20][C:19]=3[CH2:18]2)=O)=[CH:4][CH:3]=1.[CH:39]12[CH2:47][CH2:46][CH:43]([CH2:44][CH2:45]1)[CH2:42][N:41]([C:48](=O)[CH2:49]Cl)[CH2:40]2>>[CH:43]12[CH2:46][CH2:47][CH:39]([CH2:45][CH2:44]1)[CH2:40][N:41]([CH2:48][CH2:49][O:1][C:2]1[CH:38]=[CH:37][C:5]([CH2:6][N:8]([CH:34]([CH3:35])[CH3:36])[C:9]3[CH:14]=[C:13]([O:15][CH3:16])[CH:12]=[CH:11][C:10]=3[CH:17]3[CH2:26][CH2:25][C:24]4[CH:23]=[C:22]([OH:27])[CH:21]=[CH:20][C:19]=4[CH2:18]3)=[CH:4][CH:3]=1)[CH2:42]2. Procedure details: Synthesized from pivalic acid 6-{2-[(4-hydroxybenzoyl)isopropylamino]-4-methoxyphenyl}-5,6,7,8-tetrahydronaphthalen-2-yl ester (21 mg) and 1-(3-azabicyclo[3.2.2]non-3-yl)-2-chloroethanone (17 mg) according to an analogous synthetic method to Example 404 and purified by LC-MS, the title compound (8.0 mg) was obtained. Starting materials: ClCCCS(=O)(=O)NC (3-chloro-N-methylpropane-1-sulfonamide), [N-]=[N+]=[N-].[Na+] (NaN3). Run in CN(C)C=O (DMF), [Cl-].[Na+].O (brine). Conditions: temperature 100 celsius, time 2 hour. Product: N(=[N+]=[N-])CCCS(=O)(=O)NC (3-Azido-N-methylpropane-1-sulfonamide). Yield: 81.0%. As a reaction SMILES: Cl[CH2:2][CH2:3][CH2:4][S:5]([NH:8][CH3:9])(=[O:7])=[O:6].[N-:10]=[N+:11]=[N-:12].[Na+]>CN(C=O)C.[Cl-].[Na+].O>[N:10]([CH2:2][CH2:3][CH2:4][S:5]([NH:8][CH3:9])(=[O:7])=[O:6])=[N+:11]=[N-:12] |f:1.2,4.5.6|. Procedure: A mixture of 3-chloro-N-methylpropane-1-sulfonamide (29 mmol), NaN3 (29 mmol) in DMF (50 ml) was stirred at 100° C. for 2 h. The mixture was poured into 40 ml of brine. The mixture was extracted with ether (3×30 ml). The organic layers were combined and washed with 20 ml of brine. The organic layer was dried with Na2SO4, filtered and the filtrate was evaporated. Yield: 4.2 g (90% purity, 81% yield).